From a dataset of the Open Reaction Database (ORD), a public repository of structured organic reaction records. describe an organic reaction: reactants, conditions, products, and yield Reactants: CN(C)C=O, CN1CCCC1=O, O=C(Cl)C(=O)Cl, O=C(O)c1cccc(OC(F)(F)F)c1, COc1ccc(N)cc1Oc1ccc2nc(NC(=O)C3CC3)cn2n1, C1CCOC1. Yields the product COc1ccc(NC(=O)c2cccc(OC(F)(F)F)c2)cc1Oc1ccc2nc(NC(=O)C3CC3)cn2n1. As a reaction SMILES: [CH3:21][N:22]([CH3:23])[CH:24]=[O:25].[CH3:51][N:52]1[CH2:53][CH2:54][CH2:55][C:56]1=[O:57].[Cl:15][C:16]([C:17]([Cl:18])=[O:19])=[O:20].[F:1][C:2]([O:3][c:4]1[cH:5][c:6]([C:7](=[O:8])[OH:9])[cH:10][cH:11][cH:12]1)([F:13])[F:14].[NH2:26][c:27]1[cH:28][cH:29][c:30]([O:49][CH3:50])[c:31]([O:32][c:33]2[cH:34][cH:35][c:36]3[n:37]([n:38]2)[cH:39][c:40]([NH:42][C:43](=[O:44])[CH:45]2[CH2:46][CH2:47]2)[n:41]3)[cH:48]1.[O:58]1[CH2:59][CH2:60][CH2:61][CH2:62]1>>[F:1][C:2]([O:3][c:4]1[cH:5][c:6]([C:7](=[O:9])[NH:26][c:27]2[cH:28][cH:29][c:30]([O:49][CH3:50])[c:31]([O:32][c:33]3[cH:34][cH:35][c:36]4[n:37]([n:38]3)[cH:39][c:40]([NH:42][C:43](=[O:44])[CH:45]3[CH2:46][CH2:47]3)[n:41]4)[cH:48]2)[cH:10][cH:11][cH:12]1)([F:13])[F:14]. Starting materials: N1C=NC=C1 (imidazole), CN(C=O)C (N,N-dimethylformamide), O (water), C(C)(=O)OCC (ethyl acetate), [Si](C)(C)(C(C)(C)C)Cl (t-butyldimethylsilyl chloride). Reaction conditions: time 10 hour. Product: [Si](C)(C)(C(C)(C)C)O[C@H](C)C(C(=O)OCC)=C (ethyl 2-[(1R)-1-(t-butyldimethylsilyloxy)ethyl]-acrylate). RXN SMILES: N1[CH:5]=[CH:4]N=C1.[Si:6](Cl)([C:9]([CH3:12])([CH3:11])[CH3:10])([CH3:8])[CH3:7].[OH2:14].[C:15]([O:18][CH2:19][CH3:20])(=[O:17])[CH3:16].[CH3:21]N(C)C=O>>[Si:6]([O:14][C@@H:4]([C:16](=[CH2:21])[C:15]([O:18][CH2:19][CH3:20])=[O:17])[CH3:5])([C:9]([CH3:12])([CH3:11])[CH3:10])([CH3:8])[CH3:7]. Procedure details: To a suspension of ethyl 2-[(1R)-1-hydroxyethyl]acetylate (11.22 g) and imidazole (6.89 g) in N,N-dimethylformamide (110 ml) was added portionwise t-butyldimethylsilyl chloride (14.08 g) at 0° C. After the mixture was stirred for 10 hours, the reaction mixture was poured into a mixture of water and ethyl acetate. The water layer was separated and extracted twice with ethyl acetate. The combined organic layers were washed with water, 1N hydrochloric acid, saturated aqueous sodium hydrogencarbonat... Starting materials: COC=1C=C(C(CCl)=O)C=CC1 (3-methoxyphenacyl chloride), N1=CC=CC=C1 (pyridine). The product is [Cl-].COC=1C=C(C(C[N+]2=CC=CC=C2)=O)C=CC1 (3-methoxyphenacylpyridinium chloride). Isolated yield 93.0%. As a reaction SMILES: [CH3:1][O:2][C:3]1[CH:4]=[C:5]([CH:10]=[CH:11][CH:12]=1)[C:6](=[O:9])[CH2:7][Cl:8].[N:13]1[CH:18]=[CH:17][CH:16]=[CH:15][CH:14]=1>>[Cl-:8].[CH3:1][O:2][C:3]1[CH:4]=[C:5]([CH:10]=[CH:11][CH:12]=1)[C:6](=[O:9])[CH2:7][N+:13]1[CH:18]=[CH:17][CH:16]=[CH:15][CH:14]=1 |f:2.3|. Procedure: The title compound was prepared similarly to Example 1 from 3-methoxyphenacyl chloride and pyridine in a yield of 93%. Starting materials: ClC=1C=C2C(=C(C(N(C2=CC1)C)=O)C(=O)OCC)C1=C(C=CC=C1)Cl (ethyl 6-chloro-4-(2-chlorophenyl)-1,2-dihydro -1-methyl-2-oxoquinoline-3-carboxylate), C(C)O (ethanol), [OH-].[K+] (potassium hydroxide), Cl (hydrochloric acid). Run in O (water). Yields the product ClC=1C=C2C(=C(C(N(C2=CC1)C)=O)C(=O)O)C1=C(C=CC=C1)Cl (6-chloro-4-(2-chlorophenyl) -1,2-dihydro-1-methyl-2-oxo-3-quinolinecarboxylic acid). The yield is 99.7%. RXN SMILES: [Cl:1][C:2]1[CH:3]=[C:4]2[C:9](=[CH:10][CH:11]=1)[N:8]([CH3:12])[C:7](=[O:13])[C:6]([C:14]([O:16]CC)=[O:15])=[C:5]2[C:19]1[CH:24]=[CH:23][CH:22]=[CH:21][C:20]=1[Cl:25].C(O)C.[OH-].[K+].Cl>O>[Cl:1][C:2]1[CH:3]=[C:4]2[C:9](=[CH:10][CH:11]=1)[N:8]([CH3:12])[C:7](=[O:13])[C:6]([C:14]([OH:16])=[O:15])=[C:5]2[C:19]1[CH:24]=[CH:23][CH:22]=[CH:21][C:20]=1[Cl:25] |f:2.3|. Procedure: A mixture of ethyl 6-chloro-4-(2-chlorophenyl)-1,2-dihydro -1-methyl-2-oxoquinoline-3-carboxylate (1.3 g), ethanol (6.0 ml) and potassium hydroxide (0.6 g) was refluxed for 15 minutes. The mixture was diluted with water and acidified by addition of 2N-hydrochloric acid. The precipitated crystals were collected and recrystallized from ethanol to obtain colorless plates of 6-chloro-4-(2-chlorophenyl) -1,2-dihydro-1-methyl-2-oxo-3-quinolinecarboxylic acid (1.20 g, 85.0%). mp 197°-198° C. Reaction conditions: temperature 0 celsius, time 3 hour. The solvent is C1CCOC1 (THF), C1CCOC1 (THF). Isolated yield 62.6%. Product: N(=C=S)C1=NC=CC=C1 (2-isothiocyanatopyridine). RXN SMILES: [NH2:1][C:2]1[CH:7]=[CH:6][CH:5]=[CH:4][N:3]=1.[C:8](Cl)(Cl)=[S:9]>C1COCC1>[N:1]([C:2]1[CH:7]=[CH:6][CH:5]=[CH:4][N:3]=1)=[C:8]=[S:9]. Procedure details: A solution of 2-aminopyridine (0.94 g, 9.99 mmol, Sigma Aldrich) and TEA (3.06 mL, 21.97 mmol) in THF (40.0 mL) was set stirring at 0° C. under nitrogen. A solution of thiophosgene (0.804 mL, 10.49 mmol, Fluka) in 2 mL THF was added dropwise over 5 minutes, and the reaction was stirred for 3 h at 0° C. Silica was added, and the reaction mixture was adsorbed under reduced pressure. It was purified on 16 g SiO2 (eluent: 0-100% EtOAc/hexanes over 30 min, RediSep Gold). The product fractions contain... The reactants are NC1=NC=CC=C1 (2-aminopyridine), TEA, C(=S)(Cl)Cl (thiophosgene). Starting materials: ClCCl, O=S(=O)(OS(=O)(=O)C(F)(F)F)C(F)(F)F, O=S(=O)(Oc1ccc2ccccc2c1-c1c(OS(=O)(=O)C(F)(F)F)ccc2ccccc12)C(F)(F)F, [Li+], [OH-], P, [Pd], Oc1ccc2ccccc2c1-c1cccc2ccccc12, O=[PH](c1ccccc1)c1ccccc1, O=P(c1ccccc1)(c1ccccc1)c1ccc2ccccc2c1-c1c(OS(=O)(=O)C(F)(F)F)ccc2ccccc12, c1ccncc1. Yields the product O=P(c1ccccc1)(c1ccccc1)c1ccc2ccccc2c1-c1c(O)ccc2ccccc12. As a reaction SMILES: [CH2:131]([Cl:132])[Cl:133].[F:22][C:23]([S:24]([O:25][S:26]([C:27]([F:28])([F:29])[F:30])(=[O:31])=[O:32])(=[O:33])=[O:34])([F:35])[F:36].[F:37][C:38]([F:39])([F:40])[S:41]([O:42][c:43]1[cH:44][cH:45][c:46]2[c:47]([cH:48][cH:49][cH:50][cH:51]2)[c:52]1-[c:53]1[c:54]2[c:55]([cH:56][cH:57][cH:58][cH:59]2)[cH:60][cH:61][c:62]1[O:63][S:64]([C:65]([F:66])([F:67])[F:68])(=[O:69])=[O:70])(=[O:71])=[O:72].[Li+:129].[OH-:130].[PH3:134].[Pd:135].[c:1]1(-[c:2]2[c:3]3[c:4]([cH:5][cH:6][cH:7][cH:8]3)[cH:9][cH:10][cH:11]2)[c:12]([OH:13])[cH:14][cH:15][c:16]2[c:17]1[cH:18][cH:19][cH:20][cH:21]2.[c:73]1([PH:74](=[O:75])[c:76]2[cH:77][cH:78][cH:79][cH:80][cH:81]2)[cH:82][cH:83][cH:84][cH:85][cH:86]1.[c:87]1([P:93](=[O:94])([c:95]2[c:96](-[c:105]3[c:106]([O:115][S:116]([C:117]([F:118])([F:119])[F:120])(=[O:121])=[O:122])[cH:107][cH:108][c:109]4[cH:110][cH:111][cH:112][cH:113][c:114]34)[c:97]3[cH:98][cH:99][cH:100][cH:101][c:102]3[cH:103][cH:104]2)[c:123]2[cH:124][cH:125][cH:126][cH:127][cH:128]2)[cH:88][cH:89][cH:90][cH:91][cH:92]1.[cH:136]1[cH:137][cH:138][n:139][cH:140][cH:141]1>>[c:87]1([P:93](=[O:94])([c:95]2[c:96](-[c:105]3[c:106]([OH:115])[cH:107][cH:108][c:109]4[cH:110][cH:111][cH:112][cH:113][c:114]34)[c:97]3[cH:98][cH:99][cH:100][cH:101][c:102]3[cH:103][cH:104]2)[c:123]2[cH:124][cH:125][cH:126][cH:127][cH:128]2)[cH:88][cH:89][cH:90][cH:91][cH:92]1. Run in COCCOC (1,2-dimethoxyethane), C(C)(=O)OCC (ethyl acetate). Run at temperature 50 celsius, time 30 minute. Reactants: BrCC1=C(C(=O)OC)C=C(C=C1)Cl (Methyl 2-(bromomethyl)-5-chlorobenzoate), FC=1C=C(C=CC1)B(O)O (3-fluorophenylboronic acid), C([O-])([O-])=O.[Na+].[Na+] (sodium carbonate). RXN SMILES: Br[CH2:2][C:3]1[CH:12]=[CH:11][C:10]([Cl:13])=[CH:9][C:4]=1[C:5]([O:7][CH3:8])=[O:6].[F:14][C:15]1[CH:16]=[C:17](B(O)O)[CH:18]=[CH:19][CH:20]=1.C(=O)([O-])[O-].[Na+].[Na+]>COCCOC.C(OCC)(=O)C.C1C=CC([P]([Pd]([P](C2C=CC=CC=2)(C2C=CC=CC=2)C2C=CC=CC=2)([P](C2C=CC=CC=2)(C2C=CC=CC=2)C2C=CC=CC=2)[P](C2C=CC=CC=2)(C2C=CC=CC=2)C2C=CC=CC=2)(C2C=CC=CC=2)C2C=CC=CC=2)=CC=1>[Cl:13][C:10]1[CH:11]=[CH:12][C:3]([CH2:2][C:19]2[CH:18]=[CH:17][CH:16]=[C:15]([F:14])[CH:20]=2)=[C:4]([CH:9]=1)[C:5]([O:7][CH3:8])=[O:6] |f:2.3.4,^1:45,47,66,85|. Isolated yield 33.7%. Product: ClC=1C=CC(=C(C(=O)OC)C1)CC1=CC(=CC=C1)F (Methyl 5-chloro-2-(3-fluorobenzyl)benzoate). Reagents/catalysts: C=1C=CC(=CC1)[P](C=2C=CC=CC2)(C=3C=CC=CC3)[Pd]([P](C=4C=CC=CC4)(C=5C=CC=CC5)C=6C=CC=CC6)([P](C=7C=CC=CC7)(C=8C=CC=CC8)C=9C=CC=CC9)[P](C=1C=CC=CC1)(C=1C=CC=CC1)C=1C=CC=CC1 (tetrakis(triphenylphosphine)palladium). Reported procedure: A mixture of methyl 2-(bromomethyl)-5-chlorobenzoate (step 1, 300 mg, 1.14 mmol) and tetrakis(triphenylphosphine)palladium (0) (132 mg, 0.11 mmol) in 1,2-dimethoxyethane (6 mL) was stirred at 50° C. under nitrogen for 30 min. Then 3-fluorophenylboronic acid (191 mg, 1.37 mmol) and 2 M sodium carbonate solution (2.28 mL, 4.55 mmol) was added, and the resulting mixture was heated at 90° C. under nitrogen for 16 h. After cooling to room temperature, the mixture was diluted with ethyl acetate (50 mL... The reactants are C1(=CC=CC=C1)C12CCNCC2CCC1 (4a-phenyl-2,3,4,4a,5,6,7,7a-octahydro-1H-2-pyrindine), [Br-].C1(=CC=CC=C1)C12CC[NH+](CC2CCC1)CC=C (4a-phenyl-2-(2-propenyl)-2,3,4,4a,5,6,7,7a-octahydro-1H- 2-pyrindinium bromide), C([O-])(O)=O.[Na+] (sodium bicarbonate), C(C=C)Br (2-propenyl bromide). The solvent is CN(C=O)C (N,N-dimethylformamide). Yields the product C1(=CC=CC=C1)C12CCN(CC2CCC1)CC=C (4a-Phenyl-2-(2-propenyl)-2,3,4,4a,5,6,7,7a-octahydro-1H-2-pyrindine). As a reaction SMILES: C1(C23CCCC2CNCC3)C=CC=CC=1.C(=O)(O)[O-].[Na+].C(Br)C=C.[Br-].[C:26]1([C:32]23[CH2:40][CH2:39][CH2:38][CH:37]2[CH2:36][NH+:35]([CH2:41][CH:42]=[CH2:43])[CH2:34][CH2:33]3)[CH:31]=[CH:30][CH:29]=[CH:28][CH:27]=1>CN(C)C=O>[C:26]1([C:32]23[CH2:40][CH2:39][CH2:38][CH:37]2[CH2:36][N:35]([CH2:41][CH:42]=[CH2:43])[CH2:34][CH2:33]3)[CH:27]=[CH:28][CH:29]=[CH:30][CH:31]=1 |f:1.2,4.5|. Procedure: A solution of 2 g. of 4a-phenyl-2,3,4,4a,5,6,7,7a-octahydro-1H-2-pyrindine in 30 ml. of N,N-dimethylformamide containing 1.23 g. of sodium bicarbonate was stirred at 25° C. while 1.23 g. of 2-propenyl bromide was added in one portion. The reaction mixture was stirred and heated at reflux for four hours. After being cooled to room temperature, the reaction mixture was filtered and concentrated to an oil under reduced pressure. The residual oil was dissolved in 300 ml. of diethyl ether. The ethere... Reactants: C1(CCCC1)N(C(NC=1SC(=CN1)SCC(=O)O)=O)[C@@H]1CC[C@H](CC1)CC ({2-[3-cyclopentyl-3-(trans-4-ethyl-cyclohexyl)-ureido]-thiazol-5-ylsulfanyl}-acetic acid), C1(CCCCCC1)NC1CCC(CC1)C1=CC=CC=C1 (cycloheptyl-(4-phenyl-cyclohexyl)-amine), C(C)OC(CSC1=CN=C(S1)N)=O ((2-amino-thiazol-5-ylsulfanyl)-acetic acid ethyl ester). Product: C1(CCCCCC1)N(C(NC=1SC(=CN1)SCC(=O)O)=O)[C@@H]1CC[C@H](CC1)C1=CC=CC=C1 ({2-[3-Cycloheptyl-3-(trans-4-phenyl-cyclohexyl)-ureido]-thiazol-5-ylsulfanyl}-acetic acid). RXN SMILES: C1(N([C@H]2CC[C@H](CC)CC2)[C:7](=[O:19])[NH:8][C:9]2[S:10][C:11]([S:14][CH2:15][C:16]([OH:18])=[O:17])=[CH:12][N:13]=2)CCCC1.[CH:28]1([NH:35][CH:36]2[CH2:41][CH2:40][CH:39]([C:42]3[CH:47]=[CH:46][CH:45]=[CH:44][CH:43]=3)[CH2:38][CH2:37]2)[CH2:34][CH2:33][CH2:32][CH2:31][CH2:30][CH2:29]1.C(OC(=O)CSC1SC(N)=NC=1)C>>[CH:28]1([N:35]([C@H:36]2[CH2:41][CH2:40][C@H:39]([C:42]3[CH:43]=[CH:44][CH:45]=[CH:46][CH:47]=3)[CH2:38][CH2:37]2)[C:7](=[O:19])[NH:8][C:9]2[S:10][C:11]([S:14][CH2:15][C:16]([OH:18])=[O:17])=[CH:12][N:13]=2)[CH2:29][CH2:30][CH2:31][CH2:32][CH2:33][CH2:34]1. Procedure details: Prepared in a similar manner to {2-[3-cyclopentyl-3-(trans-4-ethyl-cyclohexyl)-ureido]-thiazol-5-ylsulfanyl}-acetic acid via cycloheptyl-(4-phenyl-cyclohexyl)-amine and (2-amino-thiazol-5-ylsulfanyl)-acetic acid ethyl ester to give the title compound.